This data is from the Open Reaction Database (ORD), a public repository of structured organic reaction records. The task is: describe an organic reaction: reactants, conditions, products, and yield Reactants: CCN(C(C)C)C(C)C, CNC(=O)c1c(-c2ccc(F)cc2)oc2ccc(-c3cccc(C(=O)NC(C)(C)C(=O)O)c3)cc12, [H-], [Na+], CN(C)C=O, Nc1nncs1. The product is CNC(=O)c1c(-c2ccc(F)cc2)oc2ccc(-c3cccc(C(=O)NC(C)(C)C(=O)Nc4nncs4)c3)cc12. Reaction SMILES: [CH:1]([N:2]([CH2:3][CH3:4])[CH:5]([CH3:6])[CH3:7])([CH3:8])[CH3:9].[F:10][c:11]1[cH:12][cH:13][c:14](-[c:17]2[o:18][c:19]3[c:20]([c:21]2[C:22]([NH:23][CH3:24])=[O:25])[cH:26][c:27](-[c:30]2[cH:31][c:32]([C:33](=[O:34])[NH:35][C:36]([C:37](=[O:38])[OH:39])([CH3:40])[CH3:41])[cH:42][cH:43][cH:44]2)[cH:28][cH:29]3)[cH:15][cH:16]1.[H-:52].[Na+:51].[O:53]=[CH:54][N:55]([CH3:56])[CH3:57].[s:45]1[c:46]([NH2:50])[n:47][n:48][cH:49]1>>[F:10][c:11]1[cH:12][cH:13][c:14](-[c:17]2[o:18][c:19]3[c:20]([c:21]2[C:22]([NH:23][CH3:24])=[O:25])[cH:26][c:27](-[c:30]2[cH:31][c:32]([C:33](=[O:34])[NH:35][C:36]([C:37](=[O:38])[NH:50][c:46]4[s:45][cH:49][n:48][n:47]4)([CH3:40])[CH3:41])[cH:42][cH:43][cH:44]2)[cH:28][cH:29]3)[cH:15][cH:16]1.